From a dataset of the Open Reaction Database (ORD), a public repository of structured organic reaction records. describe an organic reaction: reactants, conditions, products, and yield The reactants are [OH-].[K+] (KOH), CC=1C=C2C3=C(N(C2=CC1)C)SC(=C3)C(=O)OC (Methyl 5-methyl-8-methylthieno[2,3-b]indole-2-carboxylate). Product: CC=1C=C2C3=C(N(C2=CC1)C)SC(=C3)C(=O)O (5-Methyl-8-methylthieno[2,3-b]indole-2-carboxylic acid). Isolated yield 100.0%. RXN SMILES: [OH-].[K+].[CH3:3][C:4]1[CH:5]=[C:6]2[C:10](=[CH:11][CH:12]=1)[N:9]([CH3:13])[C:8]1[S:14][C:15]([C:17]([O:19]C)=[O:18])=[CH:16][C:7]2=1>>[CH3:3][C:4]1[CH:5]=[C:6]2[C:10](=[CH:11][CH:12]=1)[N:9]([CH3:13])[C:8]1[S:14][C:15]([C:17]([OH:19])=[O:18])=[CH:16][C:7]2=1 |f:0.1|. Reported procedure: Prepared from KOH (0.40 g), (52) (0.33 g) yielding (55) 0.312 g (100%). M.p. 216°-219° C. Starting materials: CCO, CCOC(=O)C1CCN(C)CC1, [Na+], [OH-]. The product is CN1CCC(C(=O)O)CC1. RXN SMILES: [CH3:15][CH2:16][OH:17].[CH3:3][N:4]1[CH2:5][CH2:6][CH:7]([C:10](=[O:11])[O:12][CH2:13][CH3:14])[CH2:8][CH2:9]1.[Na+:2].[OH-:1]>>[CH3:3][N:4]1[CH2:5][CH2:6][CH:7]([C:10](=[O:11])[OH:12])[CH2:8][CH2:9]1. Reactants: CC(C)(C)OC(=O)N1CCOc2c(Br)ccc(F)c2C1, COCCOC, OB(O)C1CC1, [Na+], [Na+], O=C([O-])[O-], O, c1ccc(P(c2ccccc2)(c2ccccc2)[Pd](P(c2ccccc2)(c2ccccc2)c2ccccc2)(P(c2ccccc2)(c2ccccc2)c2ccccc2)P(c2ccccc2)(c2ccccc2)c2ccccc2)cc1. Product: CC(C)(C)OC(=O)N1CCOc2c(C3CC3)ccc(F)c2C1. RXN SMILES: [Br:1][c:2]1[cH:3][cH:4][c:5]([F:20])[c:6]2[c:12]1[O:11][CH2:10][CH2:9][N:8]([C:13](=[O:14])[O:15][C:16]([CH3:17])([CH3:18])[CH3:19])[CH2:7]2.[CH2:34]([CH2:35][O:36][CH3:37])[O:38][CH3:39].[CH:21]1([B:24]([OH:25])[OH:26])[CH2:22][CH2:23]1.[Na+:27].[Na+:28].[O-:29][C:30](=[O:31])[O-:32].[OH2:33].[cH:40]1[cH:41][cH:42][c:43]([P:44]([Pd:45]([P:46]([c:47]2[cH:48][cH:49][cH:50][cH:51][cH:52]2)([c:53]2[cH:54][cH:55][cH:56][cH:57][cH:58]2)[c:59]2[cH:60][cH:61][cH:62][cH:63][cH:64]2)([P:65]([c:66]2[cH:67][cH:68][cH:69][cH:70][cH:71]2)([c:72]2[cH:73][cH:74][cH:75][cH:76][cH:77]2)[c:78]2[cH:79][cH:80][cH:81][cH:82][cH:83]2)[P:84]([c:85]2[cH:86][cH:87][cH:88][cH:89][cH:90]2)([c:91]2[cH:92][cH:93][cH:94][cH:95][cH:96]2)[c:97]2[cH:98][cH:99][cH:100][cH:101][cH:102]2)([c:103]2[cH:104][cH:105][cH:106][cH:107][cH:108]2)[c:109]2[cH:110][cH:111][cH:112][cH:113][cH:114]2)[cH:115][cH:116]1>>[c:2]1([CH:21]2[CH2:22][CH2:23]2)[cH:3][cH:4][c:5]([F:20])[c:6]2[c:12]1[O:11][CH2:10][CH2:9][N:8]([C:13](=[O:14])[O:15][C:16]([CH3:17])([CH3:18])[CH3:19])[CH2:7]2. Starting materials: [H-].[Na+] (sodium hydride), O(C1=CC=CC=C1)CC1CNC(O1)=O (5-phenoxymethyloxazolidin-2-one), BrCCC(=O)OCC (ethyl 3-bromopropionate). The solvent is CN(C=O)C (dimethylformamide). Product: O(C1=CC=CC=C1)CC1CN(C(O1)=O)CCC(=O)OCC (Ethyl 3-(5-phenoxymethyl-2-oxooxazolidin-3-yl)propionate). Yield: 72.6%. Reaction SMILES: [H-].[Na+].[O:3]([CH2:10][CH:11]1[O:15][C:14](=[O:16])[NH:13][CH2:12]1)[C:4]1[CH:9]=[CH:8][CH:7]=[CH:6][CH:5]=1.Br[CH2:18][CH2:19][C:20]([O:22][CH2:23][CH3:24])=[O:21]>CN(C)C=O>[O:3]([CH2:10][CH:11]1[O:15][C:14](=[O:16])[N:13]([CH2:18][CH2:19][C:20]([O:22][CH2:23][CH3:24])=[O:21])[CH2:12]1)[C:4]1[CH:9]=[CH:8][CH:7]=[CH:6][CH:5]=1 |f:0.1|. Procedure details: A procedure similar to that described in Preparation 4 was repeated, except that 113 mg of sodium hydride (as a 55% by weight dispersion in mineral oil), 10 ml of anhydrous dimethylformamide, 420 mg of 5-phenoxymethyloxazolidin-2-one (prepared as described in Preparation 112) and 471 mg of ethyl 3-bromopropionate were used, to give 463 mg of the title compound having an Rf value of 0.34 (on silica gel thin layer chromatography, using a 2:1 by volume mixture of ethyl acetate and hexane as the dev... Reactants: O (water), ON1N=NC2=C1C=CC=C2 (1-hydroxybenzotriazole), C(CCCC)OC1=CC=C(C=C1)C1=NN2C(S1)=NC(=C2)C2=CC=C(C(=O)O)C=C2 (4-[2-(4-pentyloxyphenyl)imidazo[2,1-b][1,3,4]thiadiazol-6-yl]-benzoic acid), 1-ethyl-3-(31-dimethylaminopropyl)carbodiimide hydrochloride. Run in ClCCl (dichloromethane). Conditions: time 6 hour. Product: C(CCCC)OC1=CC=C(C=C1)C1=NN2C(S1)=NC(=C2)C2=CC=C(C(=O)ON1N=NC3=C1C=CC=C3)C=C2 (1-[4-[2-(4-pentyloxyphenyl)imidazo[2,1-b][1,3,4]thiadiazol-6-yl]-benzoyloxy]benzotriazole). Isolated yield 45.4%. RXN SMILES: [OH:1][N:2]1[C:6]2[CH:7]=[CH:8][CH:9]=[CH:10][C:5]=2[N:4]=[N:3]1.[CH2:11]([O:16][C:17]1[CH:22]=[CH:21][C:20]([C:23]2[S:27][C:26]3=[N:28][C:29]([C:31]4[CH:39]=[CH:38][C:34]([C:35](O)=[O:36])=[CH:33][CH:32]=4)=[CH:30][N:25]3[N:24]=2)=[CH:19][CH:18]=1)[CH2:12][CH2:13][CH2:14][CH3:15].O>ClCCl>[CH2:11]([O:16][C:17]1[CH:18]=[CH:19][C:20]([C:23]2[S:27][C:26]3=[N:28][C:29]([C:31]4[CH:32]=[CH:33][C:34]([C:35]([O:1][N:2]5[C:6]6[CH:7]=[CH:8][CH:9]=[CH:10][C:5]=6[N:4]=[N:3]5)=[O:36])=[CH:38][CH:39]=4)=[CH:30][N:25]3[N:24]=2)=[CH:21][CH:22]=1)[CH2:12][CH2:13][CH2:14][CH3:15]. Procedure details: To a solution of 1-hydroxybenzotriazole (1.67 g) and 4-[2-(4-pentyloxyphenyl)imidazo[2,1-b][1,3,4]thiadiazol-6-yl]-benzoic acid (4.2 g) in dichloromethane (170 ml) was added 1-ethyl-3-(31-dimethylaminopropyl)carbodiimide hydrochloride (WSCD.HCl) (2.95 g) and stirred for 6 hours at ambient temperature. The reaction mixture was added to water. The organic layer was taken and dried over magnesium sulfate. Magnesium sulfate was filtered off, and the filtrate was evaporated under reduced pressure to ... The reactants are C(C)OC(=O)C=1C=C2CC(C(NC2=CC1)C1=CC(=CC(=C1)F)F)(C)C (2-(3,5-difluoro-phenyl)-3,3-dimethyl-1,2,3,4-tetrahydro-quinoline-6-carboxylic acid ethyl ester), O.[OH-].[Li+] (lithium hydroxide hydrate), O (water), Cl (hydrochloric acid). The solvent is CO (methanol), O1CCCC1 (tetrahydrofuran). Run at temperature 60 celsius, time 12 hour. Yields the product FC=1C=C(C=C(C1)F)C1NC2=CC=C(C=C2CC1(C)C)C(=O)O (2-(3,5-difluoro-phenyl)-3,3-dimethyl-1,2,3,4-tetrahydro-quinoline-6-carboxylic acid). Isolated yield 43.4%. As a reaction SMILES: C([O:3][C:4]([C:6]1[CH:7]=[C:8]2[C:13](=[CH:14][CH:15]=1)[NH:12][CH:11]([C:16]1[CH:21]=[C:20]([F:22])[CH:19]=[C:18]([F:23])[CH:17]=1)[C:10]([CH3:25])([CH3:24])[CH2:9]2)=[O:5])C.O.[OH-].[Li+].O.Cl>CO.O1CCCC1>[F:23][C:18]1[CH:17]=[C:16]([CH:11]2[C:10]([CH3:24])([CH3:25])[CH2:9][C:8]3[C:13](=[CH:14][CH:15]=[C:6]([C:4]([OH:5])=[O:3])[CH:7]=3)[NH:12]2)[CH:21]=[C:20]([F:22])[CH:19]=1 |f:1.2.3|. Procedure: A mixture of 2-(3,5-difluoro-phenyl)-3,3-dimethyl-1,2,3,4-tetrahydro-quinoline-6-carboxylic acid ethyl ester (2.0 g, 6.1 mmol), lithium hydroxide hydrate (2.57 g, 61 mmol), water (5 mL) in methanol (10 mL) and tetrahydrofuran (20 mL) was stirred at 60° C. for 12 h. The mixture was neutralized with a 3 N aqueous hydrochloric acid solution and extracted with ethyl acetate (2×50 mL), washed with water, dried over anhydrous sodium sulfate and then concentrated in vacuo to afford 2-(3,5-difluoro-phen... Starting materials: COC(=O)C1=CC(=NS1)OCC=1C(=NOC1C)C1=NC=CC=C1 (3-(5-methyl-3-pyridin-2-yl-isoxazol-4-ylmethoxy)-isothiazole-5-carboxylic acid methyl ester), C(O)CN (ethanolamine). Yields the product C(C)(C)N (isopropyl amine), OCCNC(=O)C1=CC(=NS1)OCC=1C(=NOC1C)C1=NC=CC=C1 (3-(5-Methyl-3-pyridin-2-yl-isoxazol-4-ylmethoxy)-isothiazole-5-carboxylic acid (2-hydroxy-ethyl)-amide). The yield is 156.1%. As a reaction SMILES: CO[C:3]([C:5]1[S:9][N:8]=[C:7]([O:10][CH2:11][C:12]2[C:13]([C:18]3[CH:23]=[CH:22][CH:21]=[CH:20][N:19]=3)=[N:14][O:15][C:16]=2[CH3:17])[CH:6]=1)=[O:4].[CH2:24]([CH2:26][NH2:27])[OH:25]>>[CH:13]([NH2:14])([CH3:18])[CH3:12].[OH:25][CH2:24][CH2:26][NH:27][C:3]([C:5]1[S:9][N:8]=[C:7]([O:10][CH2:11][C:12]2[C:13]([C:18]3[CH:23]=[CH:22][CH:21]=[CH:20][N:19]=3)=[N:14][O:15][C:16]=2[CH3:17])[CH:6]=1)=[O:4]. Procedure: As described for example 36b, 3-(5-methyl-3-pyridin-2-yl-isoxazol-4-ylmethoxy)-isothiazole-5-carboxylic acid methyl ester (100 mg, 0.32 mmol), was converted, using ethanolamine (23 mg, 0.38 mmol), instead of isopropyl amine, to the title compound (90 mg, 82%) which was obtained as a white solid after purification by chromatography (silica, dichloromethane:methanol=1:0 to 9:1). MS: m/e=345.2 [M+H]+.